From a dataset of the Open Reaction Database (ORD), a public repository of structured organic reaction records. describe an organic reaction: reactants, conditions, products, and yield Reactants: N1N=CC2=CC=CC=C12 (Azaindole), NC=1SC=CN1 (2-aminothiazole), COC(=O)C1=CNC2=NC=CC=C21 (1H-pyrrolo[2,3-b]pyridine-3-carboxylic acid methyl ester), C1(CC1)CBr (cyclopropyl-methylbromide). Product: S1C(=NC=C1)NC(=O)C1=CN(C2=NC=CC=C21)CC2CC2 (1-Cyclopropylmethyl-1H-pyrrolo[2,3-b]pyridine-3-carboxylic acid thiazol-2-ylamide). As a reaction SMILES: N1[C:9]2[C:4](=CC=[CH:7][CH:8]=2)C=N1.CO[C:12]([C:14]1[C:22]2[C:17](=[N:18][CH:19]=[CH:20][CH:21]=2)[NH:16][CH:15]=1)=[O:13].C1(CBr)CC1.[NH2:28][C:29]1[S:30][CH:31]=[CH:32][N:33]=1>>[S:30]1[CH:31]=[CH:32][N:33]=[C:29]1[NH:28][C:12]([C:14]1[C:22]2[C:17](=[N:18][CH:19]=[CH:20][CH:21]=2)[N:16]([CH2:4][CH:9]2[CH2:8][CH2:7]2)[CH:15]=1)=[O:13]. Procedure details: Azaindole starting material=1H-pyrrolo[2,3-b]pyridine-3-carboxylic acid methyl ester; R5X=cyclopropyl-methylbromide; NH2A=2-aminothiazole The reactants are C[O-].[Na+] (sodium methoxide), CO (methanol), [Na] (sodium), FC1=CC=C(C2=C1C(C=1C=CN=CC1C2=O)=O)F (6,9-difluorobenzo[g]isoquinolin-5,10-dione). Run in C1CCOC1 (THF), C(Cl)Cl (methylene chloride). Reaction conditions: time 30 minute. The product is FC1=CC=C(C=2C(C=3C=CN=CC3C(C21)=O)=O)OC (9-fluoro-6-methoxybenzo[g]isoquinolin-5,10-dione). As a reaction SMILES: [CH3:1][O-:2].[Na+].CO.[Na].F[C:8]1[C:13]2[C:14](=[O:23])[C:15]3[CH:16]=[CH:17][N:18]=[CH:19][C:20]=3[C:21](=[O:22])[C:12]=2[C:11]([F:24])=[CH:10][CH:9]=1>C1COCC1.C(Cl)Cl>[F:24][C:11]1[C:12]2[C:21](=[O:22])[C:20]3[CH:19]=[N:18][CH:17]=[CH:16][C:15]=3[C:14](=[O:23])[C:13]=2[C:8]([O:2][CH3:1])=[CH:9][CH:10]=1 |f:0.1,^1:5|. Reported procedure: A solution of sodium methoxide, freshly prepared under nitrogen atmosphere from anhydrous methanol (97.6 ml) and sodium (2.024 g), is dropped in a time of 2 hours and 35 minutes into a solution of 6,9-difluorobenzo[g]isoquinolin-5,10-dione (19.615 g, preparation 3) in anhydrous THF (883 ml), under stirring and at room temperature. At the end of the addition, the reaction mixture is concentrated to half the starting volume, then is kept at 18° C. for 30 minutes. The separated solid is filtered an... Yields the product S1C(=CC=C1)C1OC(=C(C1=O)C1=CC(=CC=C1)C(F)(F)F)N (2-Thien-2-yl-3-oxo-4-(3-trifluoromethylphenyl)-5-amino-2,3-dihydrofuran). The yield is 12.3%. Procedure: A dry, 250-ml, three-neck, round-bottom flask equipped with a mechanical stirrer, addition funnel and a reflux condenser bearing a nitrogen inlet tube was charged with 4.2 g of sodium and 100 ml of absolute ethanol. To the resulting sodium ethoxide solution was added dropwise a mixture of 21.1 g of methyl thien-2-yl-hydroxyacetate and 22.7 g of m-trifluoromethylphenyl-acetonitrile in 20 ml of ethanol. The resulting mixture was heated at reflux for 4-5 hours after which time it was added to 300-4... Run in C(C)O (ethanol), C(C)O (ethanol), O (water). The reactants are [Na] (sodium), [O-]CC.[Na+] (sodium ethoxide), S1C(=CC=C1)C(C(=O)OC)O (methyl thien-2-yl-hydroxyacetate), FC(C=1C=C(C=CC1)CC#N)(F)F (m-trifluoromethylphenyl-acetonitrile). As a reaction SMILES: [Na].[O-]CC.[Na+].[S:6]1[CH:10]=[CH:9][CH:8]=[C:7]1[CH:11]([OH:16])[C:12]([O:14]C)=O.[F:17][C:18]([F:29])([F:28])[C:19]1[CH:20]=[C:21]([CH2:25][C:26]#[N:27])[CH:22]=[CH:23][CH:24]=1>C(O)C.O>[S:6]1[CH:10]=[CH:9][CH:8]=[C:7]1[CH:11]1[C:12](=[O:14])[C:25]([C:21]2[CH:22]=[CH:23][CH:24]=[C:19]([C:18]([F:28])([F:17])[F:29])[CH:20]=2)=[C:26]([NH2:27])[O:16]1 |f:1.2,^1:0|. Starting materials: OCC#CCBr, CCO, C1CCC(OC2CCCCO2)OC1, O, Sc1ccccc1. The product is C1CCC(OC2CCCCO2)OC1, OCC#CCSc1ccccc1. Reaction SMILES: [Br:21][CH2:22][C:23]#[C:24][CH2:25][OH:26].[CH3:28][CH2:29][OH:30].[O:8]1[CH:9]([O:14][CH:15]2[O:16][CH2:17][CH2:18][CH2:19][CH2:20]2)[CH2:10][CH2:11][CH2:12][CH2:13]1.[OH2:27].[SH:1][c:2]1[cH:3][cH:4][cH:5][cH:6][cH:7]1>>[O:8]1[CH:9]([O:14][CH:15]2[O:16][CH2:17][CH2:18][CH2:19][CH2:20]2)[CH2:10][CH2:11][CH2:12][CH2:13]1.[S:1]([c:2]1[cH:3][cH:4][cH:5][cH:6][cH:7]1)[CH2:22][C:23]#[C:24][CH2:25][OH:26]. Reactants: O=C1CC(CCC1C1CCCCC1)=O (1,3-dioxo-6-cyclohexyl-cyclohexane), N1CCNCC1 (piperazine). The solvent is C1(=CC=CC=C1)C (toluene). Product: O=C1C=C(C(CC1)C1CCCCC1)N1CCNCC1 ((3-Oxo-6-cyclohexyl-1-cyclohexen-1-yl)-piperazine). The yield is 76.0%. Reaction SMILES: O=[C:2]1[CH:7]([CH:8]2[CH2:13][CH2:12][CH2:11][CH2:10][CH2:9]2)[CH2:6][CH2:5][C:4](=[O:14])[CH2:3]1.[NH:15]1[CH2:20][CH2:19][NH:18][CH2:17][CH2:16]1>C1(C)C=CC=CC=1>[O:14]=[C:4]1[CH2:5][CH2:6][CH:7]([CH:8]2[CH2:13][CH2:12][CH2:11][CH2:10][CH2:9]2)[C:2]([N:15]2[CH2:20][CH2:19][NH:18][CH2:17][CH2:16]2)=[CH:3]1. Reported procedure: A mixture of 9.8 g (0.05 mol) of 1,3-dioxo-6-cyclohexyl-cyclohexane, 12.9 g (0.15 mol) of anhydrous piperazine and 150 ml of toluene is reacted and worked up as described in Example 1. For purification, column chromatography is included (corresponding to Example 2). (3-Oxo-6-cyclohexyl-1-cyclohexen-1-yl)-piperazine is obtained as an oil in an amount of 9.9 g (=76% yield) with an RF value of 0.36 (conditions corresponding to Example 1). The dihydrochloride has a melting point of 258°-261° C. (dec... Solvent: CO (methanol). Starting materials: NCC(=O)C1[C@@H]2CC(C[C@H]1CC2)[C@@H](CC2=C(C=C(C(=C2)F)F)F)N[S@@](=O)C(C)(C)C ((S)-2-Methyl-propane-2-sulfinic acid [(R)-1-[(1S,5R)-8-(2-amino-acetyl)-bicyclo[3.2.1]oct-3-yl]-2-(2,4,5-trifluoro-phenyl)-ethyl]-amide), C(C)(=O)O (acetic acid), CC(=O)C (acetone), C(#N)[BH3-].[Na+] (sodium cyanoborohydride). Product: N (NH3), C(C)(C)NCC(=O)C1[C@@H]2CC(C[C@H]1CC2)[C@@H](CC2=C(C=C(C(=C2)F)F)F)N[S@@](=O)C(C)(C)C ((S)-2-Methyl-propane-2-sulfinic acid [(R)-1-[(1S,5R)-8-(2-isopropylamino-acetyl) bicyclo[3.2.1]oct-3-yl]-2-(2,4,5-trifluoro-phenyl)-ethyl]-amide). Reaction conditions: time 1 hour. Procedure: To (S)-2-Methyl-propane-2-sulfinic acid [(R)-1-[(1S,5R)-8-(2-amino-acetyl)-bicyclo[3.2.1]oct-3-yl]-2-(2,4,5-trifluoro-phenyl)-ethyl]-amide (150 mg, 0.33 mmol) in methanol (3 mL) is added acetic acid until to have pH 5-5.5. After addition of acetone (124 uL, 1.68 mmol), the reaction is stirred at rt during 1 h and sodium cyanoborohydride (43 mg, 0.67 mmol) is added before stirring at rt during 16 h. The reaction is quenched with ethylacetate and an aqueous saturated NaHCO3 solution, the organic p... As a reaction SMILES: [NH2:1][CH2:2][C:3]([CH:5]1[C@@H:10]2[CH2:11][CH2:12][C@H:6]1[CH2:7][CH:8]([C@H:13]([NH:24][S@:25]([C:27]([CH3:30])([CH3:29])[CH3:28])=[O:26])[CH2:14][C:15]1[CH:20]=[C:19]([F:21])[C:18]([F:22])=[CH:17][C:16]=1[F:23])[CH2:9]2)=[O:4].C(O)(=O)C.[CH3:35][C:36]([CH3:38])=O.C([BH3-])#N.[Na+]>CO>[NH3:1].[CH:36]([NH:1][CH2:2][C:3]([CH:5]1[C@@H:6]2[CH2:12][CH2:11][C@H:10]1[CH2:9][CH:8]([C@H:13]([NH:24][S@:25]([C:27]([CH3:30])([CH3:29])[CH3:28])=[O:26])[CH2:14][C:15]1[CH:20]=[C:19]([F:21])[C:18]([F:22])=[CH:17][C:16]=1[F:23])[CH2:7]2)=[O:4])([CH3:38])[CH3:35] |f:3.4|. Starting materials: CO (methanol), P(Cl)(Cl)(Cl)(Cl)Cl (phosphorus pentachloride), O=C1OCCC1SC=1CS[C@H]2N(C1C(=O)OC(C1=CC=CC=C1)C1=CC=CC=C1)C([C@H]2NC(CC2=CC=CC=C2)=O)=O (Diphenylmethyl 3-(2-oxotetrahydrofuran-3-ylthio)-7β-phenylacetamidoceph-3-em-4-carboxylate), CN1CCOCC1 (N-methylmorpholine). The solvent is O (water), ClCCl (dichloromethane), ClCCl (dichloromethane). Run at temperature -20 celsius, time 30 minute. Product: N[C@H]1[C@@H]2N(C(=C(CS2)SC2C(OCC2)=O)C(=O)OC(C2=CC=CC=C2)C2=CC=CC=C2)C1=O (Diphenylmethyl 7β-Amino-3-(2-oxotetrahydrofuran-3-ylthio)ceph-3-em-4-carboxylate), Cl (hydrochloride). As a reaction SMILES: [O:1]=[C:2]1[CH:6]([S:7][C:8]2[CH2:9][S:10][C@@H:11]3[C@H:31]([NH:32]C(=O)CC4C=CC=CC=4)[C:30](=[O:42])[N:12]3[C:13]=2[C:14]([O:16][CH:17]([C:24]2[CH:29]=[CH:28][CH:27]=[CH:26][CH:25]=2)[C:18]2[CH:23]=[CH:22][CH:21]=[CH:20][CH:19]=2)=[O:15])[CH2:5][CH2:4][O:3]1.CN1CCOCC1.P(Cl)(Cl)(Cl)(Cl)[Cl:51].CO>ClCCl.O>[NH2:32][C@@H:31]1[C:30](=[O:42])[N:12]2[C:13]([C:14]([O:16][CH:17]([C:18]3[CH:23]=[CH:22][CH:21]=[CH:20][CH:19]=3)[C:24]3[CH:29]=[CH:28][CH:27]=[CH:26][CH:25]=3)=[O:15])=[C:8]([S:7][CH:6]3[CH2:5][CH2:4][O:3][C:2]3=[O:1])[CH2:9][S:10][C@H:11]12.[ClH:51]. Reported procedure: Diphenylmethyl 3-(2-oxotetrahydrofuran-3-ylthio)-7β-phenylacetamidoceph-3-em-4-carboxylate (733 mg) was suspended in dry dichloromethane (10 ml) under an inert atmosphere. The reaction was cooled to -20° C. and treated with N-methylmorpholine (269 μl) followed by a solution of phosphorus pentachloride in dichloromethane (9.5 ml of 40 mgml-1 solution). The now homogeneous solution was stirred at -20° C. for 30 min. Treated with methanol (2.44 ml) and then continued stirring whilst allowing to war... The reactants are C(C(=O)Cl)(=O)Cl (oxalyl chloride), C([O-])(O)=O.[Na+] (sodium bicarbonate), CS(=O)C (DMSO), C(C)(C)(C)OC(=O)N[C@@H]1CC[C@H](CC1)O (trans-4-tert-butoxycarbonylaminocyclohexanol). The solvent is C(C)N(CC)CC (triethylamine), C(Cl)Cl (methylene chloride), C(Cl)Cl (methylene chloride). Conditions: temperature 0 celsius, time 15 minute. The product is C(C)(C)(C)OC(=O)NC1CCC(CC1)=O (4-(tert-butoxycarbonylamino)cyclohexanone). RXN SMILES: CS(C)=O.C(Cl)(=O)C(Cl)=O.[C:11]([O:15][C:16]([NH:18][C@H:19]1[CH2:24][CH2:23][C@H:22]([OH:25])[CH2:21][CH2:20]1)=[O:17])([CH3:14])([CH3:13])[CH3:12].C(=O)(O)[O-].[Na+]>C(N(CC)CC)C.C(Cl)Cl>[C:11]([O:15][C:16]([NH:18][CH:19]1[CH2:20][CH2:21][C:22](=[O:25])[CH2:23][CH2:24]1)=[O:17])([CH3:14])([CH3:12])[CH3:13] |f:3.4|. Procedure details: 0.494 ml of DMSO was slowly added dropwise to 10 ml of a methylene chloride solution containing 0.526 ml of oxalyl chloride under argon gas atmosphere at −78° C. After 15 minutes from the completion of the addition, 30 ml of a methylene chloride suspension containing trans-4-tert-butoxycarbonylaminocyclohexanol in was added dropwise, and further 30 minutes later, 2.52 ml of triethylamine was added thereto and the mixture was stirred at −78° C. for 30 minutes and at 0° C. for 15 minutes. An aqueo... Starting materials: CC(C)(C)OC(=O)N1Cc2cc3c(cc2CC1C(=O)O)OCC(c1ccc(OCc2ccc(Cl)c(Cl)c2)cc1)O3, COC(=O)C(C)(N)Cc1ccc(-c2ccc(C#N)cc2)cc1. Yields the product COC(=O)C(C)(Cc1ccc(-c2ccc(C#N)cc2)cc1)NC(=O)C1Cc2cc3c(cc2CN1C(=O)OC(C)(C)C)OC(c1ccc(OCc2ccc(Cl)c(Cl)c2)cc1)CO3. As a reaction SMILES: [C:1]([CH3:2])([CH3:3])([CH3:4])[O:5][C:6](=[O:7])[N:8]1[CH2:9][c:10]2[cH:11][c:12]3[c:13]([cH:14][c:15]2[CH2:16][CH:17]1[C:18](=[O:19])[OH:20])[O:21][CH2:22][CH:23]([c:25]1[cH:26][cH:27][c:28]([O:31][CH2:32][c:33]2[cH:34][c:35]([Cl:40])[c:36]([Cl:39])[cH:37][cH:38]2)[cH:29][cH:30]1)[O:24]3.[CH3:41][O:42][C:43]([C:44]([CH2:45][c:46]1[cH:47][cH:48][c:49](-[c:52]2[cH:53][cH:54][c:55]([C:58]#[N:59])[cH:56][cH:57]2)[cH:50][cH:51]1)([CH3:60])[NH2:61])=[O:62]>>[C:1]([CH3:2])([CH3:3])([CH3:4])[O:5][C:6](=[O:7])[N:8]1[CH2:9][c:10]2[cH:11][c:12]3[c:13]([cH:14][c:15]2[CH2:16][CH:17]1[C:18](=[O:20])[NH:61][C:44]([C:43]([O:42][CH3:41])=[O:62])([CH2:45][c:46]1[cH:47][cH:48][c:49](-[c:52]2[cH:53][cH:54][c:55]([C:58]#[N:59])[cH:56][cH:57]2)[cH:50][cH:51]1)[CH3:60])[O:21][CH2:22][CH:23]([c:25]1[cH:26][cH:27][c:28]([O:31][CH2:32][c:33]2[cH:34][c:35]([Cl:40])[c:36]([Cl:39])[cH:37][cH:38]2)[cH:29][cH:30]1)[O:24]3.